Dataset: the Open Reaction Database (ORD), a public repository of structured organic reaction records. Task: describe an organic reaction: reactants, conditions, products, and yield Starting materials: C1(CCCCC1)CN1C(=C(C=C1C1=C(C=CC(=C1)OC)OC)C(=O)O)C (1-cyclohexylmethyl-5-(2,5-dimethoxy-phenyl)-2-methyl-1H-pyrrole-3-carboxylic acid), NCCCO (3-amino-propan-1-ol). The product is OCCCNC(=O)C1=C(N(C(=C1)C1=C(C=CC(=C1)OC)OC)CC1CCCCC1)C (1-cyclohexylmethyl-5-(2,5-dimethoxy-phenyl)-2-methyl-1H-pyrrole-3-carboxylic acid (3-hydroxy-propyl)-amide). RXN SMILES: [CH:1]1([CH2:7][N:8]2[C:12]([C:13]3[CH:18]=[C:17]([O:19][CH3:20])[CH:16]=[CH:15][C:14]=3[O:21][CH3:22])=[CH:11][C:10]([C:23](O)=[O:24])=[C:9]2[CH3:26])[CH2:6][CH2:5][CH2:4][CH2:3][CH2:2]1.[NH2:27][CH2:28][CH2:29][CH2:30][OH:31]>>[OH:31][CH2:30][CH2:29][CH2:28][NH:27][C:23]([C:10]1[CH:11]=[C:12]([C:13]2[CH:18]=[C:17]([O:19][CH3:20])[CH:16]=[CH:15][C:14]=2[O:21][CH3:22])[N:8]([CH2:7][CH:1]2[CH2:6][CH2:5][CH2:4][CH2:3][CH2:2]2)[C:9]=1[CH3:26])=[O:24]. Procedure details: The coupling reaction between 1-cyclohexylmethyl-5-(2,5-dimethoxy-phenyl)-2-methyl-1H-pyrrole-3-carboxylic acid and 3-amino-propan-1-ol was similar to the reaction exemplified in the synthesis of Example 49 to give 1-cyclohexylmethyl-5-(2,5-dimethoxy-phenyl)-2-methyl-1H-pyrrole-3-carboxylic acid (3-hydroxy-propyl)-amide; MS (ISP) 415.3 (M+H)+.